Dataset: the Open Reaction Database (ORD), a public repository of structured organic reaction records. Task: describe an organic reaction: reactants, conditions, products, and yield The reactants are CC(C)(C)OC(=O)N1CCCN(c2nc3ccccc3n2Cc2ccco2)CC1, CCOCC, Cl, C1COCCO1. Yields the product Cl, c1coc(Cn2c(N3CCCNCC3)nc3ccccc32)c1. As a reaction SMILES: [C:1]([O:2][C:3](=[O:4])[N:8]1[CH2:9][CH2:10][N:11]([c:15]2[n:16][c:17]3[c:18]([n:19]2[CH2:20][c:21]2[o:22][cH:23][cH:24][cH:25]2)[cH:26][cH:27][cH:28][cH:29]3)[CH2:12][CH2:13][CH2:14]1)([CH3:5])([CH3:6])[CH3:7].[CH3:31][CH2:32][O:33][CH2:34][CH3:35].[ClH:30].[O:36]1[CH2:37][CH2:38][O:39][CH2:40][CH2:41]1>>[ClH:30].[NH:8]1[CH2:9][CH2:10][N:11]([c:15]2[n:16][c:17]3[c:18]([n:19]2[CH2:20][c:21]2[o:22][cH:23][cH:24][cH:25]2)[cH:26][cH:27][cH:28][cH:29]3)[CH2:12][CH2:13][CH2:14]1. Yields the product [I-].CN1CCN(CC1)C=1C(=C(C2=NC3=C(C=CC=C3[S+]=C2C1)C)CC)N1CCN(CC1)C (Di(4-methylpiperazin-1-yl)-1-ethyl-9-methylphenothiazin-5-ium iodide). The reactants are O.[I-].[I-].[I-].[I-].C(C)C1=CC=CC2=[S+]C3=CC=CC(=C3N=C12)C.C(C)C1=CC=CC2=[S+]C3=CC=CC(=C3N=C12)C.C(C)C1=CC=CC2=[S+]C3=CC=CC(=C3N=C12)C.C(C)C1=CC=CC2=[S+]C3=CC=CC(=C3N=C12)C (1-ethyl-9-methylphenothiazin-5-ium tetraiodide hydrate), CN1CCNCC1 (1-methylpiperazine). Reaction SMILES: O.[I-:2].[I-].[I-].[I-].[CH2:6]([C:8]1[C:21]2[C:12](=[S+:13][C:14]3[C:19]([N:20]=2)=[C:18]([CH3:22])[CH:17]=[CH:16][CH:15]=3)[CH:11]=[CH:10][CH:9]=1)[CH3:7].C(C1[C:38]2[C:29](=[S+][C:31]3[C:36]([N:37]=2)=C(C)C=CC=3)C=CC=1)C.C(C1C2C(=[S+]C3[C:53]([N:54]=2)=C(C)C=CC=3)C=CC=1)C.C(C1C2C(=[S+]C3C(N=2)=C(C)C=CC=3)C=CC=1)C.[CH3:74][N:75]1[CH2:80][CH2:79][NH:78][CH2:77][CH2:76]1>CO>[I-:2].[CH3:74][N:75]1[CH2:80][CH2:79][N:78]([C:10]2[C:9]([N:37]3[CH2:36][CH2:31][N:54]([CH3:53])[CH2:29][CH2:38]3)=[C:8]([CH2:6][CH3:7])[C:21]3[C:12]([CH:11]=2)=[S+:13][C:14]2[C:19](=[C:18]([CH3:22])[CH:17]=[CH:16][CH:15]=2)[N:20]=3)[CH2:77][CH2:76]1 |f:0.1.2.3.4.5.6.7.8,11.12|. Solvent: CO (methanol). Procedure details: A solution of 1-ethyl-9-methylphenothiazin-5-ium tetraiodide hydrate (50 mg, 0.07 mmol) in methanol (10 mL) and 1-methylpiperazine (30 mg, 0.3 mmol) was stirred for 2 h at room temperature. The resulting mixture was concentrated to dryness and purified by flash chromatography using the methanol-chloroform gradient to provide the title compound.